Dataset: the Open Reaction Database (ORD), a public repository of structured organic reaction records. Task: describe an organic reaction: reactants, conditions, products, and yield Product: COc1ccc(CCCCC#C[Si](C)(C)C)cc1. The reactants are C1CCOC1, CCCCCC, C#C[Si](C)(C)C, [Cl-], COc1ccc(CCCCI)cc1, [Li]CCCC, [NH4+]. As a reaction SMILES: [CH2:33]1[O:34][CH2:35][CH2:36][CH2:37]1.[CH3:27][CH2:28][CH2:29][CH2:30][CH2:31][CH3:32].[CH3:6][Si:7]([CH3:8])([CH3:9])[C:10]#[CH:11].[Cl-:25].[I:12][CH2:13][CH2:14][CH2:15][CH2:16][c:17]1[cH:18][cH:19][c:20]([O:23][CH3:24])[cH:21][cH:22]1.[Li:1][CH2:2][CH2:3][CH2:4][CH3:5].[NH4+:26]>>[CH3:6][Si:7]([CH3:8])([CH3:9])[C:10]#[C:11][CH2:13][CH2:14][CH2:15][CH2:16][c:17]1[cH:18][cH:19][c:20]([O:23][CH3:24])[cH:21][cH:22]1. Starting materials: BrC1=CC2=C(N(C(=N2)C2=CC=C(C=C2)C(C)C)CCOC)C(=C1)OC (5-bromo-2-(4-isopropyl-phenyl)-7-methoxy-1-(2-methoxy-ethyl)-1H-benzoimidazole), IN1C(CCC1=O)=O (N-iodosuccinimide). Run in C(C)#N (acetonitrile). The product is IC1=C(C=C(C=2N(C(=NC21)C2=CC=C(C=C2)C(C)C)CCOC)OC)Br (4-Iodo-5-bromo-2-(4-isopropyl-phenyl)-7-methoxy-1-(2-methoxy-ethyl)-1H-benzoimidazole). The yield is 62.5%. As a reaction SMILES: [Br:1][C:2]1[CH:23]=[C:22]([O:24][CH3:25])[C:5]2[N:6]([CH2:18][CH2:19][O:20][CH3:21])[C:7]([C:9]3[CH:14]=[CH:13][C:12]([CH:15]([CH3:17])[CH3:16])=[CH:11][CH:10]=3)=[N:8][C:4]=2[CH:3]=1.[I:26]N1C(=O)CCC1=O>C(#N)C>[I:26][C:3]1[C:4]2[N:8]=[C:7]([C:9]3[CH:14]=[CH:13][C:12]([CH:15]([CH3:17])[CH3:16])=[CH:11][CH:10]=3)[N:6]([CH2:18][CH2:19][O:20][CH3:21])[C:5]=2[C:22]([O:24][CH3:25])=[CH:23][C:2]=1[Br:1]. Procedure details: A solution of 100 mg (0.248 mmol) 5-bromo-2-(4-isopropyl-phenyl)-7-methoxy-1-(2-methoxy-ethyl)-1H-benzoimidazole and 61 mg (0.273 mmol) N-iodosuccinimide in 3 ml acetonitrile is refluxed for 12 h. The reaction mixture is cooled to room temperature and concentrated in vacuo. The residue is purified by flash-chromatography on silica gel (hexane:EtOAc=4:1) and recrystallisation from hexane/diethyl ether afforded 82 mg of the title compound as colorless crystals. Starting materials: C(C1=CC=CC=C1)N1CC(NCCNCCNC(C1)=O)=O (1-benzyl-3,11-dioxo-1,4,7,10-tetraazacyclododecane), CSC (methyl sulfide). Run in O1CCCC1 (tetrahydrofuran). Reaction conditions: time 2 hour. The product is C(C1=CC=CC=C1)N1CCNCCNCCNCC1 (1-Benzyl-1,4,7,10-tetraazacyclododecane). As a reaction SMILES: [CH2:1]([N:8]1[CH2:19][C:18](=O)[NH:17][CH2:16][CH2:15][NH:14][CH2:13][CH2:12][NH:11][C:10](=O)[CH2:9]1)[C:2]1[CH:7]=[CH:6][CH:5]=[CH:4][CH:3]=1.CSC>O1CCCC1>[CH2:1]([N:8]1[CH2:19][CH2:18][NH:17][CH2:16][CH2:15][NH:14][CH2:13][CH2:12][NH:11][CH2:10][CH2:9]1)[C:2]1[CH:7]=[CH:6][CH:5]=[CH:4][CH:3]=1. Reported procedure: To a suspension of 890 mg (3.07 mmol) of 1-benzyl-3,11-dioxo-1,4,7,10-tetraazacyclododecane in tetrahydrofuran under nitrogen was added 2.64 ml of 8M borane-methyl sulfide complex (21.1 mol, 7 equivalents). The mixture was heated to reflux allowing the methyl sulfide to distill out of the reaction flask. After 2 hours, the reaction was quenched by the addition of 12 ml 1.8M hydrochloric acid in methanol and refluxed for an additional 3 hours. Volatiles were removed by evaporation, and the solid ... Reactants: CCCCCCC.CCOCC (heptane ether), 1.e, C1(CCCCC1)CCC(=O)OCCCCC1(OCCO1)C1=CC=CC=C1 (4-(2-phenyl-1,3-dioxolan-2-yl)butyl 3-cyclohexylpropionate), solution, Cl (HCl). Run in C1CCOC1 (THF). Product: C1(CCCCC1)CCC(=O)OCCCCC(C1=CC=CC=C1)=O (5-oxo-5-phenylpentyl 3-cyclohexylpropionate). The yield is 59.6%. As a reaction SMILES: Cl.[CH:2]1([CH2:8][CH2:9][C:10]([O:12][CH2:13][CH2:14][CH2:15][CH2:16][C:17]2([C:22]3[CH:27]=[CH:26][CH:25]=[CH:24][CH:23]=3)OCC[O:18]2)=[O:11])[CH2:7][CH2:6][CH2:5][CH2:4][CH2:3]1.CCCCCCC.CCOCC>C1COCC1>[CH:2]1([CH2:8][CH2:9][C:10]([O:12][CH2:13][CH2:14][CH2:15][CH2:16][C:17](=[O:18])[C:22]2[CH:23]=[CH:24][CH:25]=[CH:26][CH:27]=2)=[O:11])[CH2:7][CH2:6][CH2:5][CH2:4][CH2:3]1 |f:2.3|. Procedure details: This compound was synthesised as described under 1.e) with 2.0 ml of a 1N solution of HCl, 4.12 g (11.4 mmol) of 4-(2-phenyl-1,3-dioxolan-2-yl)butyl 3-cyclohexylpropionate obtained under a) in 20 ml of THF for 19 h. Column chromatography (SiO2, heptane/ether 3:2) afforded 2.15 g (60%) of a yellow oil containing small amounts of impurities, which can be distilled off (Kugelrohr, 150° C./1×102 Pa).